From a dataset of the Open Reaction Database (ORD), a public repository of structured organic reaction records. describe an organic reaction: reactants, conditions, products, and yield The reactants are CC(C)(C)OC(=O)N1CCC(c2nn[nH]n2)C1, CO, Cl, C1COCCO1. The product is C1CC(c2nn[nH]n2)CN1. As a reaction SMILES: [C:1]([O:2][C:3](=[O:4])[N:8]1[CH2:9][CH:10]([c:13]2[n:14][n:15][nH:16][n:17]2)[CH2:11][CH2:12]1)([CH3:5])([CH3:6])[CH3:7].[CH3:25][OH:26].[ClH:18].[O:19]1[CH2:20][CH2:21][O:22][CH2:23][CH2:24]1>>[NH:8]1[CH2:9][CH:10]([c:13]2[n:14][n:15][nH:16][n:17]2)[CH2:11][CH2:12]1. Reactants: CC(=O)[O-], CCO, [Cl-], Cc1csc(C(=O)C(F)(F)F)c1, [Na+], O, [NH3+]O. The product is Cc1csc(C(=NO)C(F)(F)F)c1. As a reaction SMILES: [CH3:17][C:18](=[O:19])[O-:20].[CH3:21][CH2:22][OH:23].[Cl-:13].[F:1][C:2]([C:3](=[O:4])[c:5]1[s:6][cH:7][c:8]([CH3:10])[cH:9]1)([F:11])[F:12].[Na+:16].[OH2:24].[OH:14][NH3+:15]>>[F:1][C:2]([C:3]([c:5]1[s:6][cH:7][c:8]([CH3:10])[cH:9]1)=[N:15][OH:14])([F:11])[F:12]. Run in O1CCCC1 (tetrahydrofuran). Procedure: For example, 6-hydroxynaphthalene-2-carboxylic acid in a solvent such as tetrahydrofuran is reduced with hydrogen gas in the presence of a reducing catalyst such as a palladium/carbon under elevated pressure to obtain 5,6,7,8-tetrahydro-6-hydroxynaphthalene-2-carboxylic acid (1). Product: OC1CC=2C=CC(=CC2CC1)C(=O)O (5,6,7,8-tetrahydro-6-hydroxynaphthalene-2-carboxylic acid). The reactants are OC=1C=C2C=CC(=CC2=CC1)C(=O)O (6-hydroxynaphthalene-2-carboxylic acid), [H][H] (hydrogen). Reagents/catalysts: [Pd] (palladium/carbon). Reaction SMILES: [OH:1][C:2]1[CH:3]=[C:4]2[C:9](=[CH:10][CH:11]=1)[CH:8]=[C:7]([C:12]([OH:14])=[O:13])[CH:6]=[CH:5]2.[H][H]>[Pd].O1CCCC1>[OH:1][CH:2]1[CH2:11][CH2:10][C:9]2[CH:8]=[C:7]([C:12]([OH:14])=[O:13])[CH:6]=[CH:5][C:4]=2[CH2:3]1. Starting materials: COc1nc2cc([N+](=O)[O-])c(C)c(C(=O)O)c2nc1OC, O=S(Cl)Cl. Yields the product COc1nc2cc([N+](=O)[O-])c(C)c(C(=O)Cl)c2nc1OC. Reaction SMILES: [CH3:1][O:2][c:3]1[n:4][c:5]2[cH:6][c:7]([N+:19](=[O:20])[O-:21])[c:8]([CH3:18])[c:9]([C:15](=[O:16])[OH:17])[c:10]2[n:11][c:12]1[O:13][CH3:14].[S:22]([Cl:23])([Cl:24])=[O:25]>>[CH3:1][O:2][c:3]1[n:4][c:5]2[cH:6][c:7]([N+:19](=[O:20])[O-:21])[c:8]([CH3:18])[c:9]([C:15](=[O:16])[Cl:24])[c:10]2[n:11][c:12]1[O:13][CH3:14]. Starting materials: C(C=C)C1(C2CC3(CC(CC1C3)C2)O)N (4-Allyl-4-amino-adamantan-1-ol). Reagents/catalysts: [Pd] (palladium on activated carbon). Run in CO (methanol). Run at time 8 hour. Product: C(CC)C1(C2CC3(CC(CC1C3)C2)O)N (4-Propyl-4-amino-adamantan-1-ol). The yield is 76.9%. As a reaction SMILES: [CH2:1]([C:4]1([NH2:15])[CH:11]2[CH2:12][C:7]3([OH:14])[CH2:8][CH:9]([CH2:13][CH:5]1[CH2:6]3)[CH2:10]2)[CH:2]=[CH2:3]>CO.[Pd]>[CH2:1]([C:4]1([NH2:15])[CH:5]2[CH2:6][C:7]3([OH:14])[CH2:8][CH:9]([CH2:10][CH:11]1[CH2:12]3)[CH2:13]2)[CH2:2][CH3:3]. Procedure: A solution of 4-allyl-4-amino-adamantan-1-ol (3, 3.6 g, 17.4 mmol) in methanol (50 mL) was treated with 50 mg of 10% palladium on activated carbon and the mixture was stirred overnight under a hydrogen atmosphere (1 atm) at room temperature. The catalyst was removed by filtration, and the filtrate was evaporated in vacuo to give 2.8 g of the title compound as diastereomeric mixture (4). Rt=0.21 min, 0.73 min (Method 3). Detected mass: 210.2 (M+H+).